This data is from the Open Reaction Database (ORD), a public repository of structured organic reaction records. The task is: describe an organic reaction: reactants, conditions, products, and yield Reactants: C(C)OCC (diethyl ether), [B](F)F.C1(CC1)N1C=C(C(C2=CC(=C(C(=C12)OC)F)F)=O)C(=O)O (1-cyclopropyl-6,7-difluoro-8-methoxy-1,4-dihydro-4-oxoquinoline-3-carboxylic acid boron difluoride), ( IV ), N1CCNCC1 (piperazine). Solvent: CS(=O)C (dimethyl sulfoxide). Run at time 8 hour. Product: C1(CC1)N1C=C(C(C2=CC(=C(C(=C12)OC)N1CCNCC1)F)=O)C(=O)O (1-cyclopropyl-6-fluoro-8-methoxy-7-(1-piperazinyl)-1,4-dihydro-4-oxoquinoline-3-carboxylic acid). The yield is 60.5%. As a reaction SMILES: [B](F)F.[CH:4]1([N:7]2[C:16]3[C:11](=[CH:12][C:13]([F:20])=[C:14](F)[C:15]=3[O:17][CH3:18])[C:10](=[O:21])[C:9]([C:22]([OH:24])=[O:23])=[CH:8]2)[CH2:6][CH2:5]1.[NH:25]1[CH2:30][CH2:29][NH:28][CH2:27][CH2:26]1.C(OCC)C>CS(C)=O>[CH:4]1([N:7]2[C:16]3[C:11](=[CH:12][C:13]([F:20])=[C:14]([N:25]4[CH2:30][CH2:29][NH:28][CH2:27][CH2:26]4)[C:15]=3[O:17][CH3:18])[C:10](=[O:21])[C:9]([C:22]([OH:24])=[O:23])=[CH:8]2)[CH2:6][CH2:5]1 |f:0.1,^1:0|. Procedure: 0.11 g (0.00032 mole) of 1-cyclopropyl-6,7-difluoro-8-methoxy-1,4-dihydro-4-oxoquinoline-3-carboxylic acid boron difluoride chelate (IV) (prepared as described in Preparation 7) was dissolved in 0.5 ml of dimethyl sulfoxide, and 0.11 g (0.0012 mole) of anhydrous piperazine was added to the resulting solution. The mixture was then allowed to stand at room temperature overnight, after which it was poured into 50 ml of diethyl ether. The yellow crystals which precipitated were collected by filtrati... The reactants are CC(C)(C)c1ccc(-c2cc3c(=O)[nH]cc(C#N)c3s2)cc1, O=P(Cl)(Cl)Cl. Product: CC(C)(C)c1ccc(-c2cc3c(Cl)ncc(C#N)c3s2)cc1. As a reaction SMILES: [C:1](#[N:2])[c:3]1[c:4]2[c:5]([c:6](=[O:9])[nH:7][cH:8]1)[cH:10][c:11](-[c:13]1[cH:14][cH:15][c:16]([C:19]([CH3:20])([CH3:21])[CH3:22])[cH:17][cH:18]1)[s:12]2.[P:23]([Cl:24])([Cl:25])([Cl:26])=[O:27]>>[C:1](#[N:2])[c:3]1[c:4]2[c:5]([c:6]([Cl:25])[n:7][cH:8]1)[cH:10][c:11](-[c:13]1[cH:14][cH:15][c:16]([C:19]([CH3:20])([CH3:21])[CH3:22])[cH:17][cH:18]1)[s:12]2.